From a dataset of the Open Reaction Database (ORD), a public repository of structured organic reaction records. describe an organic reaction: reactants, conditions, products, and yield The reactants are N1([C@H](C(=O)N[C@@H](CC2=CC=CC=C2)C(=O)N[C@@H](CC2=CC=CC=C2)C(=O)NCC(=O)N[C@@H](CC(C)C)C(=O)N[C@@H](CCSC)C(=O)N)CCC1)C(=O)OC(C)(C)C (BocPro-Phe-Phe-Gly-Leu-MetNH2), Cl (hydrogen chloride). The solvent is C(C)(=O)O (acetic acid). Yields the product N1[C@H](C(=O)N[C@@H](CC2=CC=CC=C2)C(=O)N[C@@H](CC2=CC=CC=C2)C(=O)NCC(=O)N[C@@H](CC(C)C)C(=O)N[C@@H](CCSC)C(=O)N)CCCC1 (HPro-Phe-Phe-Gly-Leu-MetNH2). As a reaction SMILES: [N:1]1([C:51](OC(C)(C)C)=O)[CH2:50][CH2:49][CH2:48][C@H:2]1[C:3]([NH:5][C@H:6]([C:14]([NH:16][C@H:17]([C:25]([NH:27][CH2:28][C:29]([NH:31][C@H:32]([C:37]([NH:39][C@H:40]([C:45]([NH2:47])=[O:46])[CH2:41][CH2:42][S:43][CH3:44])=[O:38])[CH2:33][CH:34]([CH3:36])[CH3:35])=[O:30])=[O:26])[CH2:18][C:19]1[CH:24]=[CH:23][CH:22]=[CH:21][CH:20]=1)=[O:15])[CH2:7][C:8]1[CH:13]=[CH:12][CH:11]=[CH:10][CH:9]=1)=[O:4].Cl>C(O)(=O)C>[NH:1]1[CH2:51][CH2:50][CH2:49][CH2:48][C@H:2]1[C:3]([NH:5][C@H:6]([C:14]([NH:16][C@H:17]([C:25]([NH:27][CH2:28][C:29]([NH:31][C@H:32]([C:37]([NH:39][C@H:40]([C:45]([NH2:47])=[O:46])[CH2:41][CH2:42][S:43][CH3:44])=[O:38])[CH2:33][CH:34]([CH3:36])[CH3:35])=[O:30])=[O:26])[CH2:18][C:19]1[CH:24]=[CH:23][CH:22]=[CH:21][CH:20]=1)=[O:15])[CH2:7][C:8]1[CH:13]=[CH:12][CH:11]=[CH:10][CH:9]=1)=[O:4]. Reported procedure: Condensation of BocPro-Phe-DPheNHNH2 (2.44 g.) and HGly-Leu-MetNH2 hydrochloride salt (1.6 g.) by the acyl azide method (Yajima et al., Chem. Pharm. Bull., vol. 19, p. 1900, 1971) gave BocPro-Phe-Phe-Gly-Leu-MetNH2 in 79% yield. De-t-butoxycarbonylation of BocPro-Phe-Phe-Gly-Leu-MetNH2 using hydrogen chloride in acetic acid gave HPro-Phe-Phe-Gly-Leu-MetNH2, which was isolated as the amorphous white solid hydrochloride salt monohydrate in 31% yield. Yields the product C(C1=CC=CC=C1)N1N=NN=C1C(=O)OCC (ethyl 1-benzyl-1H-tetrazole-5-carboxylate). Starting materials: C(C1=CC=CC=C1)N=[N+]=[N-] (benzyl azide), C(#N)C(=O)OCC (ethyl cyanoformate). Reaction SMILES: [CH2:1]([N:8]=[N+:9]=[N-:10])[C:2]1[CH:7]=[CH:6][CH:5]=[CH:4][CH:3]=1.[C:11]([C:13]([O:15][CH2:16][CH3:17])=[O:14])#[N:12]>C1(C)C(C)=CC=CC=1>[CH2:1]([N:8]1[C:11]([C:13]([O:15][CH2:16][CH3:17])=[O:14])=[N:12][N:10]=[N:9]1)[C:2]1[CH:7]=[CH:6][CH:5]=[CH:4][CH:3]=1. The yield is 93.9%. Procedure details: A mixture of freshly prepared benzyl azide (1.3 g) and ethyl cyanoformate (1.0 g) in xylene (10 ml) was heated at reflux for 48 hours. The mixture was evaporated under reduced pressure and below 40° C. to give a residue of ethyl 1-benzyl-1H-tetrazole-5-carboxylate (2.13 g). The solvent is C=1(C(=CC=CC1)C)C (xylene).